The task is: describe an organic reaction: reactants, conditions, products, and yield. This data is from the Open Reaction Database (ORD), a public repository of structured organic reaction records. The reactants are COC1=CC=C(C=C1)CCC=C1C(N(C(S1)=O)CCCCSC1=CC=CC=2N1C=CN2)=O (5-[3-(4-methoxyphenyl)propylidene]-3-[4-(imidazo[1,2-a]pyridin-5-ylthio)butyl]thiazolidine-2,4-dione), Cl.C(C)(=O)OCC (hydrochloric acid ethyl acetate). The solvent is CO (methanol). Yields the product Cl.COC1=CC=C(C=C1)CCC=C1C(N(C(S1)=O)CCCCSC1=CC=CC=2N1C=CN2)=O (5-[3-(4-methoxyphenyl)propylidene]-3-[4-(imidazo[1,2-a]pyridin-5-ylthio)butyl]thiazolidine-2,4-dione hydrochloride). As a reaction SMILES: [CH3:1][O:2][C:3]1[CH:8]=[CH:7][C:6]([CH2:9][CH2:10][CH:11]=[C:12]2[S:16][C:15](=[O:17])[N:14]([CH2:18][CH2:19][CH2:20][CH2:21][S:22][C:23]3[N:28]4[CH:29]=[CH:30][N:31]=[C:27]4[CH:26]=[CH:25][CH:24]=3)[C:13]2=[O:32])=[CH:5][CH:4]=1.[ClH:33].C(OCC)(=O)C>CO>[ClH:33].[CH3:1][O:2][C:3]1[CH:4]=[CH:5][C:6]([CH2:9][CH2:10][CH:11]=[C:12]2[S:16][C:15](=[O:17])[N:14]([CH2:18][CH2:19][CH2:20][CH2:21][S:22][C:23]3[N:28]4[CH:29]=[CH:30][N:31]=[C:27]4[CH:26]=[CH:25][CH:24]=3)[C:13]2=[O:32])=[CH:7][CH:8]=1 |f:1.2,4.5|. Reported procedure: To a methanol solution of 1.08 g (2.3 mmol) of 5-[3-(4-methoxyphenyl)propylidene]-3-[4-(imidazo[1,2-a]pyridin-5-ylthio)butyl]thiazolidine-2,4-dione, 0.8 ml of 4N hydrochloric acid-ethyl acetate was added, followed by stirring. After the solvent was distilled off, the residue was dissolved in methanol and recrystallized from ether to yield 995 mg (85.6%, white crystal) of the desired product. Reactants: CN(CC(CO)O)C (Racemic 1-dimethylamino-2,3-propanediol), CS(=O)(=O)OCCCCCCCC\C=C/CCCC (myristoleyl methane sulfonate), [Na][Na] (disodium), [H-].[Na+] (sodium hydride). Run in O1CCCC1 (tetrahydrofuran). Yields the product CN(C)CC(COCCCCCCCC\C=C/CCCC)OCCCCCCCC\C=C/CCCC ((±)-N,N-dimethyl-(2,3-bis(myristoleyloxy))propylamine). As a reaction SMILES: [CH3:1][N:2]([CH3:8])[CH2:3][CH:4]([OH:7])[CH2:5][OH:6].[Na][Na].[H-].[Na+].CS(O[CH2:18][CH2:19][CH2:20][CH2:21][CH2:22][CH2:23][CH2:24][CH2:25]/[CH:26]=[CH:27]\[CH2:28][CH2:29][CH2:30][CH3:31])(=O)=O>O1CCCC1>[CH3:1][N:2]([CH2:3][CH:4]([O:7][CH2:31][CH2:30][CH2:29][CH2:28][CH2:27][CH2:26][CH2:25][CH2:24]/[CH:23]=[CH:22]\[CH2:21][CH2:20][CH2:19][CH3:18])[CH2:5][O:6][CH2:18][CH2:19][CH2:20][CH2:21][CH2:22][CH2:23][CH2:24][CH2:25]/[CH:26]=[CH:27]\[CH2:28][CH2:29][CH2:30][CH3:31])[CH3:8] |f:2.3|. Reported procedure: Racemic 1-dimethylamino-2,3-propanediol (0.96 g; Janssen Chimica) was converted to the disodium salt in situ by treatment with sodium hydride (60% in oil, 0.8 g) in tetrahydrofuran (70 mL). Condensation with myristoleyl methane sulfonate (5.3 g; NuChek Prep) afforded crude (±)-N,N-dimethyl-(2,3-bis(myristoleyloxy))propylamine (DMOP-DMA). This material was purified to homogeneity by silica gel chromatography employing a step gradient of ether in hexane (from 10% to 50%), and finally neat ether, a... Starting materials: IC1=CC=CC2=C1OC1=C2C=CC=C1 (4-iododibenzo[b,d]furan), C1(CCCCC1)P(C1=C(C=CC=C1)C1=C(C=CC=C1OC)OC)C1CCCCC1 (2-dicyclohexylphosphino-2′,6′-dimethoxybiphenyl), C1(CCCCC1)[Mg]Cl (cyclohexylmagnesium chloride). Reagents/catalysts: C=1C=CC(=CC1)/C=C/C(=O)/C=C/C2=CC=CC=C2.C=1C=CC(=CC1)/C=C/C(=O)/C=C/C2=CC=CC=C2.C=1C=CC(=CC1)/C=C/C(=O)/C=C/C2=CC=CC=C2.[Pd].[Pd] (Pd2(dba)3), [Cl-].[Cl-].[Zn+2] (ZnCl2). The solvent is C1CCOC1 (THF). Reaction conditions: time 15 minute. Yields the product C1(CCCCC1)C1=CC=CC2=C1OC1=C2C=CC=C1 (4-cyclohexyldibenzo[b,d]furan). Isolated yield 89.9%. Reaction SMILES: [CH:1]1([Mg]Cl)[CH2:6][CH2:5][CH2:4][CH2:3][CH2:2]1.I[C:10]1[C:15]2[O:16][C:17]3[CH:22]=[CH:21][CH:20]=[CH:19][C:18]=3[C:14]=2[CH:13]=[CH:12][CH:11]=1.C1(P(C2CCCCC2)C2C=CC=CC=2C2C(OC)=CC=CC=2OC)CCCCC1>[Cl-].[Cl-].[Zn+2].C1C=CC(/C=C/C(/C=C/C2C=CC=CC=2)=O)=CC=1.C1C=CC(/C=C/C(/C=C/C2C=CC=CC=2)=O)=CC=1.C1C=CC(/C=C/C(/C=C/C2C=CC=CC=2)=O)=CC=1.[Pd].[Pd].C1COCC1>[CH:1]1([C:22]2[C:17]3[O:16][C:15]4[CH:10]=[CH:11][CH:12]=[CH:13][C:14]=4[C:18]=3[CH:19]=[CH:20][CH:21]=2)[CH2:6][CH2:5][CH2:4][CH2:3][CH2:2]1 |f:3.4.5,6.7.8.9.10|. Procedure details: ZnCl2 (13.6 g, 100.0 mmol) and THF (600 mL) were cooled to 0° C. After that, cyclohexylmagnesium chloride (70.0 mL, 70.0 mmol, 1M in THF) was added at 0° C. The mixture was stirred for 15 min from 0° C. to room temperature. The mixture was bubbled with nitrogen for 15 min, followed by the addition of 4-iododibenzo[b,d]furan (11.8 g, 40.0 mmol), 2-dicyclohexylphosphino-2′,6′-dimethoxybiphenyl (3.3 g, 8.0 mmol), and Pd2(dba)3 (1.8 g, 2.0 mmol). The resultant mixture was bubbled with nitrogen for 1... Reactants: [C-]#N.[K+] (potassium cyanide), [C-]#N.[K+] (potassium cyanide), C(C)(=O)NCC1=[N+](C=CC=C1)[O-] (2-acetylaminomethylpyridine N-oxide), S(=O)(=O)(OC)OC (dimethyl sulfate). Solvent: CS(=O)C (Dimethyl sulfoxide). Conditions: time 3 hour. Product: C(C)(=O)NCC1=CC=CC(=N1)C#N (6-acetylaminomethyl-2-pyridinecarbonitrile). The yield is 15.2%. RXN SMILES: [C:1]([NH:4][CH2:5][C:6]1[CH:11]=[CH:10][CH:9]=[CH:8][N+:7]=1[O-])(=[O:3])[CH3:2].S(OC)(OC)(=O)=O.[C-:20]#[N:21].[K+]>CS(C)=O>[C:1]([NH:4][CH2:5][C:6]1[N:7]=[C:8]([C:20]#[N:21])[CH:9]=[CH:10][CH:11]=1)(=[O:3])[CH3:2] |f:2.3|. Reported procedure: A mixture of 2-acetylaminomethylpyridine N-oxide (1.00 g) and dimethyl sulfate (0.63 ml) was stirred for three hours. Dimethyl sulfoxide (6 ml) and potassium cyanide (392 mg) were added to the mixture and the solution was stirred for two hours at ambient temperature. Additional potassium cyanide (392 mg) was added to the mixture and which was further stirred for two hours. After the solvent was removed by concentration, the residue was mixed with water and extracted with ethyl acetate. The extra... Reactants: C(C)OC(C=CC1=CC(=C(C=C1)[N+](=O)[O-])O)=O (3-(3-Hydroxy-4-nitrophenyl)-acrylic acid ethyl ester), [NH4+].[Cl-] (NH4Cl), CCO (EtOH). Reagents/catalysts: [Fe] (iron). Run in O (H2O). Yields the product C(C)OC(C=CC1=CC(=C(C=C1)N)O)=O (3-(4-Amino-3-hydroxyphenyl)-acrylic acid ethyl ester). Reaction SMILES: [CH2:1]([O:3][C:4](=[O:17])[CH:5]=[CH:6][C:7]1[CH:12]=[CH:11][C:10]([N+:13]([O-])=O)=[C:9]([OH:16])[CH:8]=1)[CH3:2].[NH4+].[Cl-].CCO>[Fe].O>[CH2:1]([O:3][C:4](=[O:17])[CH:5]=[CH:6][C:7]1[CH:12]=[CH:11][C:10]([NH2:13])=[C:9]([OH:16])[CH:8]=1)[CH3:2] |f:1.2|. Procedure details: To a stirred suspension of 10-2 (4.64 g, 19.6 mmol), NH4Cl 524 mg, 9.8 mmol), EtOH (140 mL) and H2O (70 mL) was added iron dust 2.72 g, 48.9 mmol). The resulting yellow suspension was refluxed for 1.5 h. and then the solution was filtered while hot through celite. The filtrate was concentrated and the residue was partitioned between EtOAc and brine. The layers were separated and the EtOAc layer dried (Na2SO4) and concentrated to give 10-3 which was used without further purification in the next s... The reactants are CO, O=C(Cl)C(=O)Cl, ClCCl, CC(Cl)Cl, Cc1ccc(C#N)cc1N, CN(C)C=O, O=C(O)c1cnc2ccccn12. Product: Cc1ccc(C#N)cc1NC(=O)c1cnc2ccccn12. As a reaction SMILES: [CH3:37][OH:38].[Cl:13][C:14]([C:15]([Cl:16])=[O:17])=[O:18].[Cl:29][CH2:30][Cl:31].[Cl:39][CH:40]([Cl:41])[CH3:42].[NH2:19][c:20]1[cH:21][c:22]([C:23]#[N:24])[cH:25][cH:26][c:27]1[CH3:28].[O:32]=[CH:33][N:34]([CH3:35])[CH3:36].[n:1]1[cH:2][c:3]([C:10](=[O:11])[OH:12])[n:4]2[c:5]1[cH:6][cH:7][cH:8][cH:9]2>>[n:1]1[cH:2][c:3]([C:10](=[O:12])[NH:19][c:20]2[cH:21][c:22]([C:23]#[N:24])[cH:25][cH:26][c:27]2[CH3:28])[n:4]2[c:5]1[cH:6][cH:7][cH:8][cH:9]2. Reactants: COC(=O)C(C)(C)C(c1ccccc1)c1ccc(Cl)nc1, [Li+], C1COCCO1, [OH-], O, O. Yields the product CC(C)(C(=O)O)C(c1ccccc1)c1ccc(Cl)nc1. Reaction SMILES: [Cl:1][c:2]1[cH:3][cH:4][c:5]([CH:8]([C:9]([C:10](=[O:11])[O:12][CH3:13])([CH3:14])[CH3:15])[c:16]2[cH:17][cH:18][cH:19][cH:20][cH:21]2)[cH:6][n:7]1.[Li+:24].[O:26]1[CH2:27][CH2:28][O:29][CH2:30][CH2:31]1.[OH-:23].[OH2:22].[OH2:25]>>[Cl:1][c:2]1[cH:3][cH:4][c:5]([CH:8]([C:9]([C:10](=[O:11])[OH:12])([CH3:14])[CH3:15])[c:16]2[cH:17][cH:18][cH:19][cH:20][cH:21]2)[cH:6][n:7]1. Reactants: crude material, [F-].[K+] (KF), C1(=CC=CC=C1)NS(=O)(=O)C=1C=C(C=CC1)/C=C/C(=O)O ((E)-3-(3-Phenylsulfamoyl-phenyl)-acrylic acid), C(C)#N (acetonitrile). Conditions: temperature 80 celsius. The product is C1(=CC=CC=C1)NS(=O)(=O)C=1C=C(C=CC1)/C=C/C(=O)O ((E)-3-(3-Phenylsulfamoyl-phenyl)-acrylic acid), C(C)OC(\C=C\C1=CC(=CC=C1)S(NC1=CC=CC=C1)(=O)=O)=O ((E)-3-(3-Phenylsulfamoyl-phenyl)-acrylic acid ethyl ester). RXN SMILES: [F-].[K+].[C:3]1([NH:9][S:10]([C:13]2[CH:14]=[C:15](/[CH:19]=[CH:20]/[C:21]([OH:23])=[O:22])[CH:16]=[CH:17][CH:18]=2)(=[O:12])=[O:11])[CH:8]=[CH:7][CH:6]=[CH:5][CH:4]=1.[C:24](#N)[CH3:25]>>[C:3]1([NH:9][S:10]([C:13]2[CH:14]=[C:15](/[CH:19]=[CH:20]/[C:21]([OH:23])=[O:22])[CH:16]=[CH:17][CH:18]=2)(=[O:12])=[O:11])[CH:4]=[CH:5][CH:6]=[CH:7][CH:8]=1.[CH2:24]([O:22][C:21](=[O:23])/[CH:20]=[CH:19]/[C:15]1[CH:16]=[CH:17][CH:18]=[C:13]([S:10](=[O:12])(=[O:11])[NH:9][C:3]2[CH:4]=[CH:5][CH:6]=[CH:7][CH:8]=2)[CH:14]=1)[CH3:25] |f:0.1|. Procedure: To the 30 gallon (˜136 L) reactor was charged the (E)-3-(3-phenylsulfamoyl-phenyl)-acrylic acid ethyl ester (5) (4.48 kg; 331.39 g/mol; 13.5 mol) along with 2 M aqueous sodium hydroxide (17.76 L; ˜35 mol). The mixture was heated to 40-50° C. and held at this temperature for 2 hours before sampling, at which point the reaction was deemed to be complete with no compound (5) being detected by HPLC. The batch was adjusted to pH 2.2 using 1 M aqueous hydrochloric acid while maintaining the batch temp... The reactants are Cc1ccccc1, O=C=Nc1ccccc1, O=C1OC(c2ccccc2)(c2ccccc2)C2CNCCN12. Yields the product O=C(Nc1ccccc1)N1CCN2C(=O)OC(c3ccccc3)(c3ccccc3)C2C1. As a reaction SMILES: [CH3:32][c:33]1[cH:34][cH:35][cH:36][cH:37][cH:38]1.[O:23]=[C:24]=[N:25][c:26]1[cH:27][cH:28][cH:29][cH:30][cH:31]1.[c:1]1([C:7]2([c:17]3[cH:18][cH:19][cH:20][cH:21][cH:22]3)[O:8][C:9](=[O:16])[N:10]3[CH:11]2[CH2:12][NH:13][CH2:14][CH2:15]3)[cH:2][cH:3][cH:4][cH:5][cH:6]1>>[c:1]1([C:7]2([c:17]3[cH:18][cH:19][cH:20][cH:21][cH:22]3)[O:8][C:9](=[O:16])[N:10]3[CH:11]2[CH2:12][N:13]([C:24](=[O:23])[NH:25][c:26]2[cH:27][cH:28][cH:29][cH:30][cH:31]2)[CH2:14][CH2:15]3)[cH:2][cH:3][cH:4][cH:5][cH:6]1. Starting materials: C1(CCCC1)C(=O)C1=C(C=CC=C1)F (Cyclopentyl-(2-fluoro-phenyl)-methanone), NN (hydrazine). Conditions: temperature 130 celsius. The product is C1(CCCC1)C1=NNC2=CC=CC=C12 (3-Cyclopentyl-1H-indazole). Yield: 89.0%. RXN SMILES: [CH:1]1([C:6]([C:8]2[CH:13]=[CH:12][CH:11]=[CH:10][C:9]=2F)=O)[CH2:5][CH2:4][CH2:3][CH2:2]1.[NH2:15][NH2:16]>>[CH:1]1([C:6]2[C:8]3[C:9](=[CH:10][CH:11]=[CH:12][CH:13]=3)[NH:16][N:15]=2)[CH2:5][CH2:4][CH2:3][CH2:2]1. Procedure details: Dissolve Cyclopentyl-(2-fluoro-phenyl)-methanone (2.5 g 13.005 mmoles) in hydrazine (20 ml) heat to 130° C. for 72 hrs. Cool mixture to 0° C. Filter the precipitate and wash with cold water to give the title compound: 2.171 g (yield=89%) MS ES+ 187.12:MSES− 185.22.